From a dataset of the Open Reaction Database (ORD), a public repository of structured organic reaction records. describe an organic reaction: reactants, conditions, products, and yield Reactants: CNCC(C)C1=CC(=CC=C1)OC1=CC=CC=C1 (N-Methyl-2-(3-phenoxyphenyl)propylamine), C([O-])([O-])=O.[K+].[K+] (potassium carbonate), ClCC=C(C)C (1-chloro-3-methyl-2-butene). Solvent: C1=CC=CC=C1 (benzene). Run at time 60 hour. The product is Cl.CN(CC=C(C)C)CC(C)C1=CC(=CC=C1)OC1=CC=CC=C1 (N-Methyl-N-(3-methylbut-2-enyl)-2-(3-phenoxyphenyl)propylamine hydrochloride). Reaction SMILES: [CH3:1][NH:2][CH2:3][CH:4]([C:6]1[CH:11]=[CH:10][CH:9]=[C:8]([O:12][C:13]2[CH:18]=[CH:17][CH:16]=[CH:15][CH:14]=2)[CH:7]=1)[CH3:5].C(=O)([O-])[O-].[K+].[K+].[Cl:25][CH2:26][CH:27]=[C:28]([CH3:30])[CH3:29]>C1C=CC=CC=1>[ClH:25].[CH3:1][N:2]([CH2:3][CH:4]([C:6]1[CH:11]=[CH:10][CH:9]=[C:8]([O:12][C:13]2[CH:18]=[CH:17][CH:16]=[CH:15][CH:14]=2)[CH:7]=1)[CH3:5])[CH2:26][CH:27]=[C:28]([CH3:30])[CH3:29] |f:1.2.3,6.7|. Procedure: A mixture of 23.9 g. of N-Methyl-2-(3-phenoxyphenyl)propylamine, prepared according to the method of Example 20, and 13.8 g. of potassium carbonate in benzene was treated with 20.8 g. of 1-chloro-3-methyl-2-butene. The reaction mixture was refluxed with mechanical stirring for about 60 hours. After cooling to room temperature, the reaction was washed with water and extracted with dilute hydrochloric acid. The acidic extract was basified with sodium hydroxide solution and extracted with ether. Th...